From a dataset of the Open Reaction Database (ORD), a public repository of structured organic reaction records. describe an organic reaction: reactants, conditions, products, and yield Starting materials: [Br-], CC(C)(C)OC(=O)c1cc(Br)cc(C(O)C(F)(F)F)c1, Cc1ccc([Zn+])nc1, C1COCCO1. Yields the product Cc1ccc(-c2cc(C(=O)OC(C)(C)C)cc(C(O)C(F)(F)F)c2)nc1. RXN SMILES: [Br-:21].[Br:1][c:2]1[cH:3][c:4]([C:5](=[O:6])[O:7][C:8]([CH3:9])([CH3:10])[CH3:11])[cH:12][c:13]([CH:15]([C:16]([F:17])([F:18])[F:19])[OH:20])[cH:14]1.[CH3:22][c:23]1[cH:24][cH:25][c:26]([Zn+:29])[n:27][cH:28]1.[O:30]1[CH2:31][CH2:32][O:33][CH2:34][CH2:35]1>>[c:2]1(-[c:26]2[cH:25][cH:24][c:23]([CH3:22])[cH:28][n:27]2)[cH:3][c:4]([C:5](=[O:6])[O:7][C:8]([CH3:9])([CH3:10])[CH3:11])[cH:12][c:13]([CH:15]([C:16]([F:17])([F:18])[F:19])[OH:20])[cH:14]1. The product is CCOC(=O)C(Cc1ccc(C(F)(F)F)nc1)n1c2c(c3cc(C)ccc31)CN(C)CC2. Reaction SMILES: [CH3:1][N:2]1[CH2:3][c:4]2[c:5]([nH:6][c:7]3[cH:8][cH:9][c:10]([CH3:13])[cH:11][c:12]23)[CH2:14][CH2:15]1.[CH3:35][N:36]1[CH2:37][CH2:38][CH2:39][C:40]1=[O:41].[F:16][C:17]([c:18]1[cH:19][cH:20][c:21]([CH:24]=[CH:25][C:26](=[O:27])[O:28][CH2:29][CH3:30])[cH:22][n:23]1)([F:31])[F:32].[K+:34].[OH-:33]>>[CH3:1][N:2]1[CH2:3][c:4]2[c:5]([n:6]([CH:25]([CH2:24][c:21]3[cH:20][cH:19][c:18]([C:17]([F:16])([F:31])[F:32])[n:23][cH:22]3)[C:26](=[O:27])[O:28][CH2:29][CH3:30])[c:7]3[cH:8][cH:9][c:10]([CH3:13])[cH:11][c:12]23)[CH2:14][CH2:15]1. The reactants are Cc1ccc2[nH]c3c(c2c1)CN(C)CC3, CN1CCCC1=O, CCOC(=O)C=Cc1ccc(C(F)(F)F)nc1, [K+], [OH-]. The reactants are N1=CC(=CC=C1)C(C1=CC=CC=C1)N1CCN(CC1)CCN1C(C=2C(C1=O)=CC=CC2)=O (4-[α-(3-pyridyl)benzyl]-1-(2-phthalimidoethyl)piperazine), O.NN (hydrazine hydrate). Product: NCCN1CCN(CC1)C(C1=CC=CC=C1)C=1C=NC=CC1 (1-(2-Aminoethyl)-4-[α-(3-pyridyl)benzyl]piperazine). Isolated yield 98.0%. Reaction SMILES: [N:1]1[CH:6]=[CH:5][CH:4]=[C:3]([CH:7]([N:14]2[CH2:19][CH2:18][N:17]([CH2:20][CH2:21][N:22]3C(=O)C4=CC=CC=C4C3=O)[CH2:16][CH2:15]2)[C:8]2[CH:13]=[CH:12][CH:11]=[CH:10][CH:9]=2)[CH:2]=1.O.NN>>[NH2:22][CH2:21][CH2:20][N:17]1[CH2:16][CH2:15][N:14]([CH:7]([C:3]2[CH:2]=[N:1][CH:6]=[CH:5][CH:4]=2)[C:8]2[CH:13]=[CH:12][CH:11]=[CH:10][CH:9]=2)[CH2:19][CH2:18]1 |f:1.2|. Reported procedure: The title compound was prepared in a yield of 98% in a similar manner to that described in Preparation 15' by reacting 4-[α-(3-pyridyl)benzyl]-1-(2-phthalimidoethyl)piperazine (prepared as described in Preparation 49') and hydrazine hydrate. Reactants: ClC1=CC=C(S1)C(=O)NC1=C2C(NC(C2=CC=C1)=O)=O (5-chloro-N-(1,3-dioxo-2,3-dihydro-1H-isoindol-4-yl)-2-thiophenecarboxamide), C1(=CC=CC=C1)P(C1=CC=CC=C1)C1=CC=CC=C1 (triphenylphosphine), N1=CC=C(C=C1)N1CCC(CC1)CO (1-(4-Pyridyl)-4-piperidinemethanol), CCOC(=O)/N=N/C(=O)OCC (diethylazodicarboxylate). The solvent is C1CCOC1 (THF). Reaction conditions: time 8 hour. Product: ClC1=CC=C(S1)C(=O)NC1=C2C(N(C(C2=CC=C1)=O)CC1CCN(CC1)C1=CC=NC=C1)=O (5-Chloro-N-(1,3-dioxo-2-{[1-(4-pyridinyl)-4-piperidinyl]methyl}-2,3-dihydro-1H-isoindol-4-yl)-2-thiophenecarboxamide). RXN SMILES: [N:1]1[CH:6]=[CH:5][C:4]([N:7]2[CH2:12][CH2:11][CH:10]([CH2:13]O)[CH2:9][CH2:8]2)=[CH:3][CH:2]=1.[Cl:15][C:16]1[S:20][C:19]([C:21]([NH:23][C:24]2[CH:32]=[CH:31][CH:30]=[C:29]3[C:25]=2[C:26](=[O:34])[NH:27][C:28]3=[O:33])=[O:22])=[CH:18][CH:17]=1.C1(P(C2C=CC=CC=2)C2C=CC=CC=2)C=CC=CC=1.CCOC(/N=N/C(OCC)=O)=O>C1COCC1>[Cl:15][C:16]1[S:20][C:19]([C:21]([NH:23][C:24]2[CH:32]=[CH:31][CH:30]=[C:29]3[C:25]=2[C:26](=[O:34])[N:27]([CH2:13][CH:10]2[CH2:9][CH2:8][N:7]([C:4]4[CH:3]=[CH:2][N:1]=[CH:6][CH:5]=4)[CH2:12][CH2:11]2)[C:28]3=[O:33])=[O:22])=[CH:18][CH:17]=1. Procedure: 1-(4-Pyridyl)-4-piperidinemethanol (U.S. Pat. No. 4,968,704) (211.5 mg, 1.1 mmol), 5-chloro-N-(1,3-dioxo-2,3-dihydro-1H-isoindol-4-yl)-2-thiophenecarboxamide (306.7 mg, 1 mmol), triphenylphosphine (1049 mg, 4 mmol) are initially charged in 40 ml of THF, and diethylazodicarboxylate (DEAD) (696.6 mg, 4 mmol, 0.63 ml) is added. The mixture is stirred at room temperature overnight and then concentrated by evaporation, the residue is dissolved in ethanol, silica gel is added, the mixture is re-concen... Starting materials: NC1(CC(CC(C1)C)(C)C)OO (1-amino-3,3,5-trimethylcyclohexyl hydroperoxide), CC(=O)C (Acetone), S(=O)(=O)([O-])[O-].[Mg+2] (magnesium sulphate). Solvent: C(C)O (ethanol). Run at time 1 hour. Product: CC1CC(=O)CC(C1)(C)C (dihydroisophorone). Reaction SMILES: CC(C)=O.N[C:6]1([O:15]O)[CH2:11][CH:10]([CH3:12])[CH2:9][C:8]([CH3:14])([CH3:13])[CH2:7]1.S([O-])([O-])(=O)=O.[Mg+2]>C(O)C>[CH3:12][CH:10]1[CH2:9][C:8]([CH3:14])([CH3:13])[CH2:7][C:6](=[O:15])[CH2:11]1 |f:2.3|. Procedure: Acetone (11.6 g.) in ethanol (50 c.c.) was stirred at below 0°C and 1-amino-3,3,5-trimethylcyclohexyl hydroperoxide (17.3 g.; 80% pure) added. After stirring for ca. 1 hour the solid had dissolved. To the solution was added magnesium sulphate and it was stored at 0° overnight. Filtration and distillation gave acetone and dihydroisophorone (probably containing some symmetrical amino-peroxide ##EQU20## and a product (2.2 g.), b.p. 75° - 78°/1.0 mm, had a peroxide equivalent 239.4 and gave N, 6.3% ... Reactants: CN1/C(/SC=C1C)=N/N=C/C=1N(C=CN1)C ((2Z)-3,4-dimethyl-2-{(2E)-[(1-methyl-1H-imidazol-2-yl)methylidene]hydrazono}-2,3-dihydro-1,3-thiazole), 9, S(=O)(=O)(OC)OC (dimethyl sulfate). Run in CC(=O)C (acetone). The product is COS(=O)(=O)[O-].CN1/C(/SC=C1C)=N/N=C/C=1N(C=C[N+]1C)C (2{(E)-[(2Z)-2-(3,4-dimethyl-1,3-thiazol-2(3H)-ylidene)hydrazono]methyl}-3-(methyl)-1-methyl-1H-imidazol-3-ium methylsulfate). As a reaction SMILES: [CH3:1][N:2]1[C:6]([CH3:7])=[CH:5][S:4]/[C:3]/1=[N:8]\[N:9]=[CH:10]\[C:11]1[N:12]([CH3:16])[CH:13]=[CH:14][N:15]=1.[S:17]([O:22]C)([O:20][CH3:21])(=[O:19])=[O:18]>CC(C)=O>[CH3:21][O:20][S:17]([O-:22])(=[O:19])=[O:18].[CH3:1][N:2]1[C:6]([CH3:7])=[CH:5][S:4]/[C:3]/1=[N:8]\[N:9]=[CH:10]\[C:11]1[N:15]([CH3:21])[CH:14]=[CH:13][N+:12]=1[CH3:16] |f:3.4|. Procedure details: 1.40 g (5.95 mmol) of (2Z)-3,4-dimethyl-2-{(2E)-[(1-methyl-1H-imidazol-2-yl)methylidene]hydrazono}-2,3-dihydro-1,3-thiazole from Step 1 and 7.58 9 (59.50 mmol) [sic] of dimethyl sulfate in acetone were heated at reflux for 2 hours. After the solvent was removed, the precipitate was suction-filtered off, washed with ethyl acetate and dried under vacuum. Reactants: C(CC)C1=NC2=C(N1CC1=CC=C(C=C1)C=1C(=CC=CC1)C(=O)OC(C)(C)C)C=C(C=C2C)C2=NC1=C(N2C)C=CC=C1 (tert-butyl 4′-[[2-n-propyl-4-methyl-6-(1-methylbenzimidazol-2-yl)benzimidazol-1-yl]methyl]biphenyl-2-carboxylate), Cl (hydrochloric acid), O (water). Run in C(C)(=O)O (acetic acid). Reaction conditions: time 10 minute. The product is CCCC1=NC=2C(=CC(=CC2N1CC=3C=CC(=CC3)C=4C=CC=CC4C(=O)O)C5=NC=6C=CC=CC6N5C)C.Cl (Telmisartan Hydrochloride). As a reaction SMILES: [CH2:1]([C:4]1[N:8]([CH2:9][C:10]2[CH:15]=[CH:14][C:13]([C:16]3[C:17]([C:22]([O:24]C(C)(C)C)=[O:23])=[CH:18][CH:19]=[CH:20][CH:21]=3)=[CH:12][CH:11]=2)[C:7]2[CH:29]=[C:30]([C:34]3[N:38]([CH3:39])[C:37]4[CH:40]=[CH:41][CH:42]=[CH:43][C:36]=4[N:35]=3)[CH:31]=[C:32]([CH3:33])[C:6]=2[N:5]=1)[CH2:2][CH3:3].[ClH:44].O>C(O)(=O)C>[CH3:3][CH2:2][CH2:1][C:4]1[N:8]([CH2:9][C:10]2[CH:15]=[CH:14][C:13]([C:16]3[CH:21]=[CH:20][CH:19]=[CH:18][C:17]=3[C:22]([OH:24])=[O:23])=[CH:12][CH:11]=2)[C:7]2[CH:29]=[C:30]([C:34]3[N:38]([CH3:39])[C:37]4[CH:40]=[CH:41][CH:42]=[CH:43][C:36]=4[N:35]=3)[CH:31]=[C:32]([CH3:33])[C:6]=2[N:5]=1.[ClH:44] |f:4.5|. Procedure: 411 g of tert-butyl 4′-[[2-n-propyl-4-methyl-6-(1-methylbenzimidazol-2-yl)benzimidazol-1-yl]methyl]biphenyl-2-carboxylate is suspended in 822 mL of glacial acetic acid and combined with 213 g of concentrated aqueous hydrochloric acid (37%). The mixture is refluxed and about 640 mL of solvent is distilled off. The residue remaining is slowly combined with about 620 mL of water at 50° C. to 60° C. To this mixture is added 20 g of activated charcoal (e.g., Norit SX 2 Ultra) and the resulting mixtur... The reactants are CCCCOCCOc1ccc(-c2ccc3c(c2)C=C(C(=O)Nc2ccc(SCc4nncn4CCC)nc2)CCN3CC(C)C)cc1, ClCCl, [Na+], [Na+], O=C(OO)c1cccc(Cl)c1, O=S([O-])([O-])=S. The product is CCCCOCCOc1ccc(-c2ccc3c(c2)C=C(C(=O)Nc2ccc(S(=O)Cc4nncn4CCC)nc2)CCN3CC(C)C)cc1. As a reaction SMILES: [CH2:1]([CH2:2][CH2:3][CH3:4])[O:5][CH2:6][CH2:7][O:8][c:9]1[cH:10][cH:11][c:12](-[c:15]2[cH:16][cH:17][c:18]3[c:19]([cH:48]2)[CH:20]=[C:21]([C:29](=[O:30])[NH:31][c:32]2[cH:33][cH:34][c:35]([S:38][CH2:39][c:40]4[n:41][n:42][cH:43][n:44]4[CH2:45][CH2:46][CH3:47])[n:36][cH:37]2)[CH2:22][CH2:23][N:24]3[CH2:25][CH:26]([CH3:27])[CH3:28])[cH:13][cH:14]1.[Cl:67][CH2:68][Cl:69].[Na+:65].[Na+:66].[OH:49][O:50][C:51]([c:52]1[cH:53][c:54]([Cl:55])[cH:56][cH:57][cH:58]1)=[O:59].[S:60]([O-:61])([O-:62])(=[O:63])=[S:64]>>[CH2:1]([CH2:2][CH2:3][CH3:4])[O:5][CH2:6][CH2:7][O:8][c:9]1[cH:10][cH:11][c:12](-[c:15]2[cH:16][cH:17][c:18]3[c:19]([cH:48]2)[CH:20]=[C:21]([C:29](=[O:30])[NH:31][c:32]2[cH:33][cH:34][c:35]([S:38]([CH2:39][c:40]4[n:41][n:42][cH:43][n:44]4[CH2:45][CH2:46][CH3:47])=[O:49])[n:36][cH:37]2)[CH2:22][CH2:23][N:24]3[CH2:25][CH:26]([CH3:27])[CH3:28])[cH:13][cH:14]1.